The task is: describe an organic reaction: reactants, conditions, products, and yield. This data is from the Open Reaction Database (ORD), a public repository of structured organic reaction records. Reactants: C(C)(C)(C)C1=CC(=C(C=C1)S(=O)(=O)NC1=C(SC=C1)C(=O)OC)C=1C=NC=NC1 (Methyl 3-[4-tert-butyl-2-(pyrimidin-5-yl)phenylsulfonamido]thiophene-2-carboxylate), [OH-].[Na+] (sodium hydroxide). The solvent is O1CCCC1 (tetrahydrofuran), CO (methanol). Conditions: temperature 77.5 celsius. Product: C(C)(C)(C)C1=CC(=C(C=C1)S(=O)(=O)NC1=C(SC=C1)C(=O)O)C=1C=NC=NC1 (3-[4-tert-Butyl-2-(pyrimidin-5-yl)phenylsulfonamido]thiophene-2-carboxylic acid). Yield: 116.3%. As a reaction SMILES: [C:1]([C:5]1[CH:10]=[CH:9][C:8]([S:11]([NH:14][C:15]2[CH:19]=[CH:18][S:17][C:16]=2[C:20]([O:22]C)=[O:21])(=[O:13])=[O:12])=[C:7]([C:24]2[CH:25]=[N:26][CH:27]=[N:28][CH:29]=2)[CH:6]=1)([CH3:4])([CH3:3])[CH3:2].[OH-].[Na+]>O1CCCC1.CO>[C:1]([C:5]1[CH:10]=[CH:9][C:8]([S:11]([NH:14][C:15]2[CH:19]=[CH:18][S:17][C:16]=2[C:20]([OH:22])=[O:21])(=[O:12])=[O:13])=[C:7]([C:24]2[CH:29]=[N:28][CH:27]=[N:26][CH:25]=2)[CH:6]=1)([CH3:4])([CH3:2])[CH3:3] |f:1.2|. Reported procedure: To a solution of 18 (62.0 mg; 0.14 mmol) in tetrahydrofuran (1 mL) and methanol (1 mL) was added aqueous sodium hydroxide (2 mL; 2M). The reaction mixture was heated at 75-80° C. for 6 hours, allowed to cool to room temperature and then concentrated under reduced pressure. The resulting residue was dissolved in chloroform (15 mL) and washed with aqueous hydrochloric acid (2×10 mL; 2N). The organic phase was dried over magnesium sulfate, filtered, and concentrated under reduced pressure to yield ... Reactants: N1=CC=CC2=CC=C(C=C12)B(O)O (7-quinoline boronic acid), C([O-])(O)=O.[Na+] (sodium bicarbonate), C1(=CC=CC=C1)C (toluene), [Cl-].[Li+] (lithium chloride). The reagents and catalysts are C1(=CC=CC=C1)P(C1=CC=CC=C1)C1=CC=CC=C1.[Pd].[Pd].[Pd].[Pd] (tetrakis palladium triphenyl phosphine). The solvent is C(C)O (ethanol). Product: ClC=1C=C2C(=C(N(C2=CC1)CC(=O)O)C)C=1C=CC=C2C=CC=NC12 (5-Chloro-2-methyl-3-(8-quinolinyl)-1H-indole-1-acetic acid). RXN SMILES: [N:1]1[C:10]2[C:5](=[CH:6][CH:7]=[C:8](B(O)O)[CH:9]=2)[CH:4]=[CH:3][CH:2]=1.[C:14](=[O:17])(O)[O-:15].[Na+].[C:19]1([CH3:25])[CH:24]=[CH:23][CH:22]=[CH:21][CH:20]=1.[Cl-:26].[Li+]>C1(P(C2C=CC=CC=2)C2C=CC=CC=2)C=CC=CC=1.[Pd].[Pd].[Pd].[Pd].C(O)C>[Cl:26][C:21]1[CH:20]=[C:19]2[C:24](=[CH:23][CH:22]=1)[N:1]([CH2:10][C:14]([OH:15])=[O:17])[C:2]([CH3:3])=[C:25]2[C:9]1[CH:8]=[CH:7][CH:6]=[C:5]2[C:10]=1[N:1]=[CH:2][CH:3]=[CH:4]2 |f:1.2,4.5,6.7.8.9.10|. Procedure: The product of part b (250 mg), 7-quinoline boronic acid (114 mg), 2M sodium bicarbonate (0.7 ml), toluene, ethanol, tetrakis palladium triphenyl phosphine (O) and lithium chloride were heated at reflux for 2 hours. The reaction mixture was concentrated in vacuo, purified using amine resin and then by reverse phase preparative HPLC to give the title compound as a white solid. The reactants are ClC1=NC=CC(=C1)C=1C(=NN(C1)C(C)CC)C=1SC(=CC1)Cl (2-chloro-4-[1-sec-butyl-3-(5-chloro-2-thienyl)-1H-pyrazol-4-yl]pyridine), tetrakistriphenylphosphine palladium (0), C(C)(C)N (isopropylamine), CN(C=O)C (N,N-dimethylformamide). Reagents/catalysts: [C-]#[O+].[C-]#[O+].[C-]#[O+].[C-]#[O+].[C-]#[O+].[C-]#[O+].[Mo] (molybdenum hexacarbonyl). Reaction conditions: temperature 80 celsius, time 8 hour. Yields the product C(C)(CC)N1N=C(C(=C1)C1=CC(=NC=C1)C(=O)NC(C)C)C=1SC(=CC1)Cl (4-[1-sec-butyl-3-(5-chloro-2-thienyl)-1H-pyrazol-4-yl]-N-isopropylpyridine-2-carboxamide). Yield: 26.0%. Reaction SMILES: Cl[C:2]1[CH:7]=[C:6]([C:8]2[C:9]([C:17]3[S:18][C:19]([Cl:22])=[CH:20][CH:21]=3)=[N:10][N:11]([CH:13]([CH2:15][CH3:16])[CH3:14])[CH:12]=2)[CH:5]=[CH:4][N:3]=1.[CH:23]([NH2:26])([CH3:25])[CH3:24].CN(C)[CH:29]=[O:30]>[C-]#[O+].[C-]#[O+].[C-]#[O+].[C-]#[O+].[C-]#[O+].[C-]#[O+].[Mo]>[CH:13]([N:11]1[CH:12]=[C:8]([C:6]2[CH:5]=[CH:4][N:3]=[C:2]([C:29]([NH:26][CH:23]([CH3:25])[CH3:24])=[O:30])[CH:7]=2)[C:9]([C:17]2[S:18][C:19]([Cl:22])=[CH:20][CH:21]=2)=[N:10]1)([CH2:15][CH3:16])[CH3:14] |f:3.4.5.6.7.8.9|. Reported procedure: To a solution of 2-chloro-4-[1-sec-butyl-3-(5-chloro-2-thienyl)-1H-pyrazol-4-yl]pyridine (0.28 mmol) in 2 mL of N,N-dimethylformamide was added molybdenum hexacarbonyl (0.28 mmol), tetrakistriphenylphosphine palladium (0) (0.028 mmol), isopropylamine (0.85 mmol), and 1,8-diazabicyclo(5-4-0)undece-7-ene (0.85 mmol). The mixture was stirred at 80° C. overnight. The solvent was then evaporated and the residue was purified by chromatography on silica gel (hepthane:ethyl acetate 5:1 to 2:1) to afford... Starting materials: BrC1=CC(=C(C(=O)OC)C=C1[N+](=O)[O-])C (methyl 4-bromo-2-methyl-5-nitrobenzoate), C(=O)([O-])[O-].[K+].[K+] (K2CO3), C1(=CC=CC=C1)O (phenol). Run in CN(C)C=O (DMF). Yields the product CC1=C(C(=O)OC)C=C(C(=C1)C1=CC=CC=C1)[N+](=O)[O-] (Methyl 2-methyl-5-nitro-4-phenylbenzoate). Yield: 58.1%. As a reaction SMILES: Br[C:2]1[C:11]([N+:12]([O-:14])=[O:13])=[CH:10][C:5]([C:6]([O:8][CH3:9])=[O:7])=[C:4]([CH3:15])[CH:3]=1.C([O-])([O-])=O.[K+].[K+].[C:22]1(O)[CH:27]=[CH:26][CH:25]=[CH:24][CH:23]=1>CN(C=O)C>[CH3:15][C:4]1[CH:3]=[C:2]([C:22]2[CH:27]=[CH:26][CH:25]=[CH:24][CH:23]=2)[C:11]([N+:12]([O-:14])=[O:13])=[CH:10][C:5]=1[C:6]([O:8][CH3:9])=[O:7] |f:1.2.3|. Procedure: 22.6 g of methyl 4-bromo-2-methyl-5-nitrobenzoate, 23 g of K2CO3 and 7.8 g of phenol were stirred at 120° C. for 2 hours in 300 ml of DMF. The solvent was removed in vacuo, 2 l of water were added, and the mixture was adjusted to pH=7 using aqueous HCl solution and extracted 3 times using 500 ml of EA each time. The organic phase was dried over Na2SO4, the solvent was removed in vacuo and chromatography on silica gel using EA/HEP 1:4 yielded 13 g of a colorless oil. The reactants are C(C)NC(=O)NC1=CC=C(C=C1)C=1N=C(C2=C(N1)CNC2)N2CCOCC2 (1-ethyl-3-(4-(4-morpholino-6,7-dihydro-5H-pyrrolo[3,4-d]pyrimidin-2-yl)phenyl)urea), C(C)(=O)Cl (acetyl chloride). The product is C(C)(=O)N1CC=2N=C(N=C(C2C1)N1CCOCC1)C1=CC=C(C=C1)NC(=O)NCC (1-(4-(6-acetyl-4-morpholino-6,7-dihydro-5H-pyrrolo[3,4-d]pyrimidin-2-yl)phenyl)-3-ethylurea). Reaction SMILES: [CH2:1]([NH:3][C:4]([NH:6][C:7]1[CH:12]=[CH:11][C:10]([C:13]2[N:14]=[C:15]([N:22]3[CH2:27][CH2:26][O:25][CH2:24][CH2:23]3)[C:16]3[CH2:21][NH:20][CH2:19][C:17]=3[N:18]=2)=[CH:9][CH:8]=1)=[O:5])[CH3:2].[C:28](Cl)(=[O:30])[CH3:29]>>[C:28]([N:20]1[CH2:21][C:16]2[C:15]([N:22]3[CH2:23][CH2:24][O:25][CH2:26][CH2:27]3)=[N:14][C:13]([C:10]3[CH:11]=[CH:12][C:7]([NH:6][C:4]([NH:3][CH2:1][CH3:2])=[O:5])=[CH:8][CH:9]=3)=[N:18][C:17]=2[CH2:19]1)(=[O:30])[CH3:29]. Procedure details: Method as example 18 using 1-ethyl-3-(4-(4-morpholino-6,7-dihydro-5H-pyrrolo[3,4-d]pyrimidin-2-yl)phenyl)urea (example 14) and acetyl chloride as starting materials. Product: CCOP(=O)(Cc1cc(C(N)=O)nc2ccccc12)OCC. RXN SMILES: [CH2:1]([CH3:2])[O:3][P:4](=[O:5])([O:6][CH2:7][CH3:8])[CH2:9][c:10]1[cH:11][c:12]([C:20]#[N:21])[n:13][c:14]2[cH:15][cH:16][cH:17][cH:18][c:19]12.[CH2:34]([Cl:35])[Cl:36].[Na+:22].[Na+:23].[O-:24][C:25](=[O:26])[O-:27].[OH2:33].[S:28](=[O:29])(=[O:30])([OH:31])[OH:32]>>[CH2:1]([CH3:2])[O:3][P:4](=[O:5])([O:6][CH2:7][CH3:8])[CH2:9][c:10]1[cH:11][c:12]([C:20]([NH2:21])=[O:24])[n:13][c:14]2[cH:15][cH:16][cH:17][cH:18][c:19]12. Starting materials: CCOP(=O)(Cc1cc(C#N)nc2ccccc12)OCC, ClCCl, [Na+], [Na+], O=C([O-])[O-], O, O=S(=O)(O)O.